From a dataset of the Open Reaction Database (ORD), a public repository of structured organic reaction records. describe an organic reaction: reactants, conditions, products, and yield The reactants are FC1=C(C=CC(=C1)F)C=CC1=CC(=C(C(=C1)OC)C(C)C)OC (1-(2,4-difluorophenyl)-2-(3,5-dimethoxy-4-i-propylphenyl)ethene), Cl.N1=CC=CC=C1 (pyridine hydrochloride). The product is FC1=C(C=CC(=C1)F)C=CC=1C=C(C(=C(C1)O)C(C)C)O (5-[2-(2,4-Difluorophenyl)ethenyl]-2-i-propyl-1,3-benzenediol). Yield: 44.0%. RXN SMILES: [F:1][C:2]1[CH:7]=[C:6]([F:8])[CH:5]=[CH:4][C:3]=1[CH:9]=[CH:10][C:11]1[CH:16]=[C:15]([O:17]C)[C:14]([CH:19]([CH3:21])[CH3:20])=[C:13]([O:22]C)[CH:12]=1.Cl.N1C=CC=CC=1>>[F:1][C:2]1[CH:7]=[C:6]([F:8])[CH:5]=[CH:4][C:3]=1[CH:9]=[CH:10][C:11]1[CH:12]=[C:13]([OH:22])[C:14]([CH:19]([CH3:20])[CH3:21])=[C:15]([OH:17])[CH:16]=1 |f:1.2|. Procedure: This material was prepared from 1-(2,4-difluorophenyl)-2-(3,5-dimethoxy-4-i-propylphenyl)ethene and pyridine hydrochloride in 44% yield in the same way as described in example 34. 1HNMR (CDCl3, ppm): δ 1.41 (d, J=7.1 Hz, 6H), 3.49 (qint, J=7.1 Hz, 1H), 4.78 (br, 2H), 6.54 (s, 2H), 6.69-7.02 (m, 3H), 7.13 (d, J=16 Hz, 1H), 7.41-7.75 (m, 1H). The reactants are C1CCOC1, CCOC(=O)CCCN(C(=O)OC(C)C)c1c(C(=O)OC)ccc2c1CCC2, CC(C)(C)[O-], [Cl-], [K+], [Li+]. The product is CC(C)OC(=O)N1CCCC(=O)c2ccc3c(c21)CCC3. Reaction SMILES: [CH2:37]1[O:38][CH2:39][CH2:40][CH2:41]1.[CH3:1][O:2][C:3]([c:5]1[c:6]([N:14]([C:15](=[O:16])[O:17][CH:18]([CH3:19])[CH3:20])[CH2:21][CH2:22][CH2:23][C:24]([O:4][CH2:26][CH3:27])=[O:25])[c:7]2[c:11]([cH:12][cH:13]1)[CH2:10][CH2:9][CH2:8]2)=[O:28].[CH3:29][C:30]([CH3:31])([O-:32])[CH3:33].[Cl-:36].[K+:34].[Li+:35]>>[c:5]12[c:6]([c:7]3[c:11]([cH:12][cH:13]1)[CH2:10][CH2:9][CH2:8]3)[N:14]([C:15](=[O:16])[O:17][CH:18]([CH3:19])[CH3:20])[CH2:21][CH2:22][CH2:23][C:24]2=[O:25]. The reactants are COC[C@H]1[C@@]([C@H]1/C=C/C(=C/C(=O)OCC)/C)(C1=CC=2C(CCC(C2C=C1)(C)C)(C)C)C (Ethyl (+)-(1S, 2R, 3R)-5-[3-methoxymethyl-2-methyl-2-(5,5,8,8-tetramethyl-5,6,7,8-tetrahydro-naphthalen-2-yl)-cyclopropyl]-3-methyl-penta-2E,4E-dienoate), COC[C@@H]1[C@@]([C@@H]1C=O)(C1=CC=2C(CCC(C2C=C1)(C)C)(C)C)C ((−)-(1R, 2S, 3S)-3-Methoxymethyl-2-methyl-2-(5,5,8,8-tetramethyl-5,6,7,8-tetrahydro-naphthalen-2-yl)-cyclopropanecarbaldehyde). Product: COC[C@@H]1[C@]([C@@H]1/C=C/C(=C/C(=O)OCC)/C)(C1=CC=2C(CCC(C2C=C1)(C)C)(C)C)C (Ethyl (−)-(1R, 2S, 3S)-5-[3-methoxymethyl-2-methyl-2-(5,5,8,8-tetramethyl-5,6,7,8-tetrahydro-naphthalen-2-yl)-cyclopropyl]-3-methyl-penta-2E,4E-dienoate). Yield: 66.0%. As a reaction SMILES: [CH3:1][O:2][CH2:3][C@@H:4]1[C@H:6](/[CH:7]=[CH:8]/[C:9](/[CH3:16])=[CH:10]/[C:11]([O:13][CH2:14][CH3:15])=[O:12])[C@@:5]1([CH3:31])[C:17]1[CH:26]=[CH:25][C:24]2[C:23]([CH3:28])([CH3:27])[CH2:22][CH2:21][C:20]([CH3:30])([CH3:29])[C:19]=2[CH:18]=1.COC[C@H]1[C@@H](C=O)[C@@]1(C)C1C=CC2C(C)(C)CCC(C)(C)C=2C=1>>[CH3:1][O:2][CH2:3][C@H:4]1[C@@H:6](/[CH:7]=[CH:8]/[C:9](/[CH3:16])=[CH:10]/[C:11]([O:13][CH2:14][CH3:15])=[O:12])[C@:5]1([CH3:31])[C:17]1[CH:26]=[CH:25][C:24]2[C:23]([CH3:28])([CH3:27])[CH2:22][CH2:21][C:20]([CH3:30])([CH3:29])[C:19]=2[CH:18]=1. Reported procedure: Following a procedure similar to that for the preparation of Compound 16a but using Intermediate 13a as the starting material afforded the title compound (53 mg, 66% yield) as a white solid: Reactants: c1ccc2c(c1)CCNCC2, CCO, CCN(C(C)C)C(C)C, CSc1nnc(C#N)c(Cl)n1, Cl. The product is CSc1nnc(C#N)c(N2CCc3ccccc3CC2)n1. Reaction SMILES: [CH2:2]1[CH2:3][NH:4][CH2:5][CH2:6][c:7]2[c:8]1[cH:9][cH:10][cH:11][cH:12]2.[CH3:33][CH2:34][OH:35].[CH:13]([N:14]([CH2:15][CH3:16])[CH:17]([CH3:18])[CH3:19])([CH3:20])[CH3:21].[Cl:22][c:23]1[n:24][c:25]([S:31][CH3:32])[n:26][n:27][c:28]1[C:29]#[N:30].[ClH:1]>>[CH2:2]1[CH2:3][N:4]([c:23]2[n:24][c:25]([S:31][CH3:32])[n:26][n:27][c:28]2[C:29]#[N:30])[CH2:5][CH2:6][c:7]2[c:8]1[cH:9][cH:10][cH:11][cH:12]2. Product: O=C(O)c1cc2cc(Cl)ccc2nc1NC(Cc1ccc(Nc2ccnc3ccccc23)cc1)C(=O)O. Starting materials: CS(C)=O, O=C(O)c1cc2cc(Cl)ccc2nc1Cl, Cl, Cl, Cl, [K+], [K+], NC(Cc1ccc(Nc2ccnc3ccccc23)cc1)C(=O)O, O=C([O-])[O-], O, O, O. As a reaction SMILES: [CH3:50][S:51]([CH3:52])=[O:53].[Cl:1][c:2]1[n:3][c:4]2[cH:5][cH:6][c:7]([Cl:15])[cH:8][c:9]2[cH:10][c:11]1[C:12](=[O:13])[OH:14].[ClH:18].[ClH:19].[ClH:49].[K+:43].[K+:44].[NH2:20][CH:21]([C:22](=[O:23])[OH:24])[CH2:25][c:26]1[cH:27][cH:28][c:29]([NH:32][c:33]2[cH:34][cH:35][n:36][c:37]3[cH:38][cH:39][cH:40][cH:41][c:42]23)[cH:30][cH:31]1.[O-:45][C:46]([O-:47])=[O:48].[OH2:16].[OH2:17].[OH2:54]>>[c:2]1([NH:20][CH:21]([C:22](=[O:23])[OH:24])[CH2:25][c:26]2[cH:27][cH:28][c:29]([NH:32][c:33]3[cH:34][cH:35][n:36][c:37]4[cH:38][cH:39][cH:40][cH:41][c:42]34)[cH:30][cH:31]2)[n:3][c:4]2[cH:5][cH:6][c:7]([Cl:15])[cH:8][c:9]2[cH:10][c:11]1[C:12](=[O:13])[OH:14]. Reactants: ClCCl, Cc1nc2cc(-c3ccccc3Cl)nn2c(=O)[nH]1, O=C1CCC(=O)N1I. Yields the product Cc1nc2c(I)c(-c3ccccc3Cl)nn2c(=O)[nH]1. As a reaction SMILES: [CH2:27]([Cl:28])[Cl:29].[Cl:1][c:2]1[c:3](-[c:8]2[n:9][n:10]3[c:11]([n:12][c:13]([CH3:17])[nH:14][c:15]3=[O:16])[cH:18]2)[cH:4][cH:5][cH:6][cH:7]1.[I:19][N:20]1[C:21](=[O:22])[CH2:23][CH2:24][C:25]1=[O:26]>>[Cl:1][c:2]1[c:3](-[c:8]2[n:9][n:10]3[c:11]([n:12][c:13]([CH3:17])[nH:14][c:15]3=[O:16])[c:18]2[I:19])[cH:4][cH:5][cH:6][cH:7]1.